From a dataset of the Open Reaction Database (ORD), a public repository of structured organic reaction records. describe an organic reaction: reactants, conditions, products, and yield Reactants: [BH4-].[Na+] (sodium borohydride), [Cl-].[NH4+] (ammonium chloride), CC1=CC=NC2=C(C=CC=C12)[N+](=O)[O-] (4-methyl-8-nitroquinoline), [Se](=O)=O (selenium(IV) oxide), C (charcoal). Solvent: CO (methanol), O1CCCC1 (tetrahydrofuran), C(C)O (ethanol), C(C)OCC (diethyl ether). Yields the product OCC1=CC=NC2=C(C=CC=C12)[N+](=O)[O-] (4-hydroxymethyl-8-nitroquinoline). The yield is 21.9%. As a reaction SMILES: [CH3:1][C:2]1[C:11]2[C:6](=[C:7]([N+:12]([O-:14])=[O:13])[CH:8]=[CH:9][CH:10]=2)[N:5]=[CH:4][CH:3]=1.[Se](=O)=[O:16].C.[BH4-].[Na+].[Cl-].[NH4+]>C(O)C.CO.O1CCCC1.C(OCC)C>[OH:16][CH2:1][C:2]1[C:11]2[C:6](=[C:7]([N+:12]([O-:14])=[O:13])[CH:8]=[CH:9][CH:10]=2)[N:5]=[CH:4][CH:3]=1 |f:3.4,5.6|. Reported procedure: A mixture of 4-methyl-8-nitroquinoline (2.80 g) and selenium(IV) oxide (1.82 g) in ethanol (45 ml) was refluxed for 4 hours. The mixture was treated with active charcoal and filtered through Celite pad. The filtrate was concentrated in vacuo to afford a brown solid. This residue was dissolved in a mixture of methanol (10 ml) and tetrahydrofuran (10 ml) and cooled in an ice bath. To this solution was added sodium borohydride (170 mg) and stirred at the same temperature for half an hour. To this m... Reactants: COc1ccc(C(=O)Cl)cc1, Nc1nc(C(Cl)(Cl)Cl)ns1, Cc1ccccc1C. Yields the product COc1ccc(C(=O)Nc2nc(C(Cl)(Cl)Cl)ns2)cc1. As a reaction SMILES: [C:11]([c:12]1[cH:13][cH:14][c:15]([O:18][CH3:19])[cH:16][cH:17]1)(=[O:20])[Cl:21].[NH2:1][c:2]1[n:3][c:4]([C:7]([Cl:8])([Cl:9])[Cl:10])[n:5][s:6]1.[c:22]1([CH3:23])[c:24]([CH3:25])[cH:26][cH:27][cH:28][cH:29]1>>[NH:1]([c:2]1[n:3][c:4]([C:7]([Cl:8])([Cl:9])[Cl:10])[n:5][s:6]1)[C:11]([c:12]1[cH:13][cH:14][c:15]([O:18][CH3:19])[cH:16][cH:17]1)=[O:20]. The reactants are ClC=1C=C(C(=O)O)C=C(C1)Cl (3,5-dichlorobenzoic acid), [N+](=O)(O)[O-] (nitric acid). The solvent is S(O)(O)(=O)=O (sulfuric acid). Yields the product ClC=1C(=C(C(=O)O)C=C(C1)Cl)[N+](=O)[O-] (3,5-dichloro-2-nitrobenzoic acid). The yield is 89.6%. Reaction SMILES: [Cl:1][C:2]1[CH:3]=[C:4]([CH:8]=[C:9]([Cl:11])[CH:10]=1)[C:5]([OH:7])=[O:6].[N+:12]([O-])([OH:14])=[O:13]>S(=O)(=O)(O)O>[Cl:1][C:2]1[C:3]([N+:12]([O-:14])=[O:13])=[C:4]([CH:8]=[C:9]([Cl:11])[CH:10]=1)[C:5]([OH:7])=[O:6]. Reported procedure: To a solution of 3,5-dichlorobenzoic acid (50 g, 0.26 mol) in sulfuric acid (250 mL) at 0° C. was added nitric acid (18 g, 0.28 mol) dropwise, and the mixture warmed slowly to ambient temperature. After 5 hours the mixture was poured onto ice, and the white precipitate collected by filtration. The solid was washed with water (3×30 mL), and dried in vacuo to afford 55 g (90% yield) of 3,5-dichloro-2-nitrobenzoic acid; NMR (CDCl3) 8.3 (s, 1), 8.0 (s, 1) ppm.